Dataset: the Open Reaction Database (ORD), a public repository of structured organic reaction records. Task: describe an organic reaction: reactants, conditions, products, and yield Reactants: ClC1=C(C=CC=C1)N1C(=NC2=CC=C(C=C2C1=O)F)C (3-(2-chloro-phenyl)-6-fluoro-2-methyl-3H-quinazolin-4-one), C(C)(=O)OC(C)=O (acetic anhydride), CC=1SC=C(N1)C=O (2-methylthiazole-4-carboxaldehyde). Reagents/catalysts: [Cl-].[Zn+2].[Cl-] (zinc chloride). The solvent is O (water). Product: 9, ClC1=C(C=CC=C1)N1C(=NC2=CC=C(C=C2C1=O)F)C=CC=1N=C(SC1)C (3-(2-chloro-phenyl)-6-fluoro-2-[2-(2-methyl-thiazol-4-yl)-vinyl]-3H-quinazolin-4-one). Yield: 57.0%. Reaction SMILES: [Cl:1][C:2]1[CH:7]=[CH:6][CH:5]=[CH:4][C:3]=1[N:8]1[C:17](=[O:18])[C:16]2[C:11](=[CH:12][CH:13]=[C:14]([F:19])[CH:15]=2)[N:10]=[C:9]1[CH3:20].C(OC(=O)C)(=O)C.[CH3:28][C:29]1[S:30][CH:31]=[C:32]([CH:34]=O)[N:33]=1>O.[Cl-].[Zn+2].[Cl-]>[Cl:1][C:2]1[CH:7]=[CH:6][CH:5]=[CH:4][C:3]=1[N:8]1[C:17](=[O:18])[C:16]2[C:11](=[CH:12][CH:13]=[C:14]([F:19])[CH:15]=2)[N:10]=[C:9]1[CH:20]=[CH:34][C:32]1[N:33]=[C:29]([CH3:28])[S:30][CH:31]=1 |f:4.5.6|. Procedure details: Anhydrous zinc chloride (0.133 g, 0.98 mmol) was fused with a nitrogen purge in a round bottom flask with an open flame. The reaction vessel was allowed to return to ambient temperature, then dioxane (7 mL) was added. To this mixture was added 3-(2-chloro-phenyl)-6-fluoro-2-methyl-3H-quinazolin-4-one (0.14 g, 0.49 mmol), acetic anhydride (0.138 mL, 1.46 mmol), and 2-methylthiazole-4-carboxaldehyde (0.185 g, 1.46 mmol in 4 mL of dioxane). The reaction was refluxed 4 hours, cooled to ambient tempe... Reactants: C(C)(C)(C)C=1OC(=C(N1)CCl)C (2-tert-butyl-4-chloromethyl-5-methyl-oxazole), C([O-])([O-])=O.[Cs+].[Cs+] (cesium carbonate), [I-].[K+] (potassium iodide), COC([C@H](CC1=C(C=C(C=C1)O)Cl)OCC)=O ((2S)-3-(2-chloro-4-hydroxy-phenyl)-2-ethoxy-propionic acid methyl ester). The product is COC([C@H](CC1=C(C=C(C=C1)OCC=1N=C(OC1C)C(C)(C)C)Cl)OCC)=O ((S)-3-[4-(2-tert-butyl-5-methyl-oxazol-4-ylmethoxy)-2-chloro-phenyl]-2-ethoxy-propionic acid methyl ester). As a reaction SMILES: [CH3:1][O:2][C:3](=[O:17])[C@@H:4]([O:14][CH2:15][CH3:16])[CH2:5][C:6]1[CH:11]=[CH:10][C:9]([OH:12])=[CH:8][C:7]=1[Cl:13].[C:18]([C:22]1[O:23][C:24]([CH3:29])=[C:25]([CH2:27]Cl)[N:26]=1)([CH3:21])([CH3:20])[CH3:19].C(=O)([O-])[O-].[Cs+].[Cs+].[I-].[K+]>>[CH3:1][O:2][C:3](=[O:17])[C@@H:4]([O:14][CH2:15][CH3:16])[CH2:5][C:6]1[CH:11]=[CH:10][C:9]([O:12][CH2:27][C:25]2[N:26]=[C:22]([C:18]([CH3:21])([CH3:20])[CH3:19])[O:23][C:24]=2[CH3:29])=[CH:8][C:7]=1[Cl:13] |f:2.3.4,5.6|. Procedure details: In analogy to the procedure described in example 46 c], (2S)-3-(2-chloro-4-hydroxy-phenyl)-2-ethoxy-propionic acid methyl ester was reacted with 2-tert-butyl-4-chloromethyl-5-methyl-oxazole (example 1, step b]) in the presence of cesium carbonate and potassium iodide to yield (S)-3-[4-(2-tert-butyl-5-methyl-oxazol-4-ylmethoxy)-2-chloro-phenyl]-2-ethoxy-propionic acid methyl ester as colorless liquid. Starting materials: C1CCOC1, COc1cc2c(cc1OCc1ccccc1)CCN(Cc1cccc(O)c1)C2, [H-], CC(C)I, [Na+]. Product: COc1cc2c(cc1OCc1ccccc1)CCN(Cc1cccc(OC(C)C)c1)C2. Reaction SMILES: [CH2:35]1[O:36][CH2:37][CH2:38][CH2:39]1.[CH2:3]([c:4]1[cH:5][cH:6][cH:7][cH:8][cH:9]1)[O:10][c:11]1[cH:12][c:13]2[c:18]([cH:19][c:20]1[O:21][CH3:22])[CH2:17][N:16]([CH2:23][c:24]1[cH:25][c:26]([OH:30])[cH:27][cH:28][cH:29]1)[CH2:15][CH2:14]2.[H-:1].[I:31][CH:32]([CH3:33])[CH3:34].[Na+:2]>>[CH2:3]([c:4]1[cH:5][cH:6][cH:7][cH:8][cH:9]1)[O:10][c:11]1[cH:12][c:13]2[c:18]([cH:19][c:20]1[O:21][CH3:22])[CH2:17][N:16]([CH2:23][c:24]1[cH:25][c:26]([O:30][CH:32]([CH3:33])[CH3:34])[cH:27][cH:28][cH:29]1)[CH2:15][CH2:14]2. Reaction SMILES: [OH-].[K+].[CH2:3]([O:6][C:7]1[C:16]([C:17](=[O:19])[CH3:18])=[C:15]2[C:10]([C:11](=[O:27])[C:12]([CH3:26])=[C:13]([C:20]3[CH:25]=[CH:24][CH:23]=[CH:22][CH:21]=3)[O:14]2)=[CH:9][CH:8]=1)[CH:4]=[CH2:5].[CH3:28][O:29][C:30]1[CH:31]=[C:32]([CH:35]=[C:36]([O:40][CH3:41])[C:37]=1[O:38][CH3:39])[CH:33]=O>C(O)C.O>[CH3:26][C:12]1[C:11](=[O:27])[C:10]2[C:15](=[C:16]([C:17](=[O:19])[CH:18]=[CH:33][C:32]3[CH:35]=[C:36]([O:40][CH3:41])[C:37]([O:38][CH3:39])=[C:30]([O:29][CH3:28])[CH:31]=3)[C:7]([O:6][CH2:3][CH:4]=[CH2:5])=[CH:8][CH:9]=2)[O:14][C:13]=1[C:20]1[CH:21]=[CH:22][CH:23]=[CH:24][CH:25]=1 |f:0.1|. Yields the product CC1=C(OC2=C(C(=CC=C2C1=O)OCC=C)C(C=CC1=CC(=C(C(=C1)OC)OC)OC)=O)C1=CC=CC=C1 (1-[3-Methyl-7-(Allyloxy)Flavon-8-yl]-3-(3,4,5-Trimethoxy-Phenyl)Propen -1-one). The solvent is C(C)O (ethanol), O (water). Reported procedure: A solution of KOH 50% (3 ml) is added to an equimolar solution of 7-allyloxy-8-acetyl -3methylflavone (2.5 g, 0.0075 mol) and 3,4,5-trimethoxy-benzaldehyde (1.47 g, 0.0075 mol) in ethanol 95%; the addition is performed under energetic stirring at room temperature. The reaction is left under stirring for one night and then diluted with water and acidified; the precipitate is separated by filtration and dried under vacuum. The compound is crystallized by methanol to give 2.4 g of product m.p. 121-... The reactants are [OH-].[K+] (KOH), C(C=C)OC1=CC=C2C(C(=C(OC2=C1C(C)=O)C1=CC=CC=C1)C)=O (7-allyloxy-8-acetyl -3methylflavone), COC=1C=C(C=O)C=C(C1OC)OC (3,4,5-trimethoxy-benzaldehyde). The yield is 62.4%. Starting materials: common salt, ice, C(C)C(COC(=O)C=1C=C(C=CC1)S(=O)(=O)Cl)CCCC (3-(2-ethylhexyloxycarbonyl)phenylsulfonyl chloride), C(C)#N (acetonitrile), N (ammonia), resultant mixture. Run in O (water). Product: C(C)C(COC(=O)C=1C=C(C=CC1)S(=O)(=O)N)CCCC (3-(2-ethylhexyloxycarbonyl)phenylsulfonamide). The yield is 77.0%. RXN SMILES: [CH2:1]([CH:3]([CH2:18][CH2:19][CH2:20][CH3:21])[CH2:4][O:5][C:6]([C:8]1[CH:9]=[C:10]([S:14](Cl)(=[O:16])=[O:15])[CH:11]=[CH:12][CH:13]=1)=[O:7])[CH3:2].C(#[N:24])C.N>O>[CH2:1]([CH:3]([CH2:18][CH2:19][CH2:20][CH3:21])[CH2:4][O:5][C:6]([C:8]1[CH:9]=[C:10]([S:14]([NH2:24])(=[O:16])=[O:15])[CH:11]=[CH:12][CH:13]=1)=[O:7])[CH3:2]. Procedure details: An ice-cooled solution of 460 g of 3-(2-ethylhexyloxycarbonyl)phenylsulfonyl chloride and 0.7 L of acetonitrile was added dropwise to 0.7 L of a 28% ammonia solution. The resultant mixture was stirred for 2 hours at room temperature. Thereafter, 0.7 L of water and 35 g of common salt were added thereto, followed by extraction with 1.0 L of ethyl acetate. The extract was washed with 0.5 L of diluted hydrochloric acid and 0.5 L of saturated brine and was then decolored with 20 g of active carbon. ... The reactants are 3d, CN(C=1N=NC(=C(C1)C1=NC(=NC=C1)SC)C1=CC(=CC=C1)C(F)(F)F)C (Dimethyl-[5-(2-methylsulfanylpyrimidin-4-yl)-6-(3-trifluoromethylphenyl)-pyridazin-3-yl]amine), C(C)(=O)OCC (ethyl acetate), OO (hydrogen peroxide), CO (methanol), O (water). The reagents and catalysts are [O-][W](=O)(=O)[O-].[Na+].[Na+] (sodium tungstate). Product: CN(C=1N=NC(=C(C1)C1=NC(=NC=C1)S(=O)(=O)C)C1=CC(=CC=C1)C(F)(F)F)C (Dimethyl-[5-(2-methylsulfonylpyrimidin-4-yl)-6-(3-trifluoromethylphenyl)-pyridazin-3-yl]amine). RXN SMILES: [CH3:1][N:2]([CH3:27])[C:3]1[N:4]=[N:5][C:6]([C:17]2[CH:22]=[CH:21][CH:20]=[C:19]([C:23]([F:26])([F:25])[F:24])[CH:18]=2)=[C:7]([C:9]2[CH:14]=[CH:13][N:12]=[C:11]([S:15][CH3:16])[N:10]=2)[CH:8]=1.OO.CO.C(OCC)(=[O:34])C.[OH2:38]>[O-][W]([O-])(=O)=O.[Na+].[Na+]>[CH3:27][N:2]([CH3:1])[C:3]1[N:4]=[N:5][C:6]([C:17]2[CH:22]=[CH:21][CH:20]=[C:19]([C:23]([F:26])([F:25])[F:24])[CH:18]=2)=[C:7]([C:9]2[CH:14]=[CH:13][N:12]=[C:11]([S:15]([CH3:16])(=[O:34])=[O:38])[N:10]=2)[CH:8]=1 |f:5.6.7|. Procedure details: Compound 71 (112 mg, 0.286 mmol), sodium tungstate (10 mg, 0.02 mmol), 30% hydrogen peroxide (130 μL, 1.14 mmol), methanol (2.0 mL), and ethyl acetate (20 mL) were combined under Argon and heated to reflux for 3d. The solution was cooled, poured into water and extracted several times with ethyl acetate. The combined organic extracts were dried with anhydrous sodium sulfate. Removal of the solvent in vacuo gave 72 as a solid: 109 mg (0.259 mmol, 91%) Reactants: COC1=CC(=NC(=C1C(=O)O)C)OC (4,6-dimethoxy-2-methyl nicotinic acid), C(C(=O)Cl)(=O)Cl (oxalyl chloride), ester, [OH-].[Li+] (lithium hydroxide). The reagents and catalysts are CN(C)C=O (DMF). The solvent is ClCCl (dichloromethane), C1CCOC1 (THF), O (water), CO (MeOH), C1CCOC1 (THF). Run at time 0.5 hour. Product: Cl.COC1=CC(=NC(=C1C(=O)Cl)C)OC (4,6-dimethoxy-2-methyl nicotinic acid chloride HCl salt). Isolated yield 92.6%. RXN SMILES: [OH-].[Li+].[CH3:3][O:4][C:5]1[C:10]([C:11](O)=[O:12])=[C:9]([CH3:14])[N:8]=[C:7]([O:15][CH3:16])[CH:6]=1.C(Cl)(=O)C([Cl:20])=O>O.CO.C1COCC1.ClCCl.CN(C=O)C>[ClH:20].[CH3:3][O:4][C:5]1[C:10]([C:11]([Cl:20])=[O:12])=[C:9]([CH3:14])[N:8]=[C:7]([O:15][CH3:16])[CH:6]=1 |f:0.1,9.10|. Reported procedure: A solution of 4,6-dihydroxy-2-methyl nicotinic acid ethyl ester (31 g, 157 mmol) in phosphorus oxychloride (60 mL, 629 mmol) was stirred at reflux for 1.5 h. The extra phosphorus oxychloride was removed and the reaction mixture was poured into ice water. The solid was removed by filtration. The filtrate was extracted with dichloromethane (3×100 mL) and concentrated. The residue was further purified by column chromatography to yield 4,6-dichloro-2-methyl nicotinic acid ethyl ester (16.9 g, 46%). ...